This data is from the Open Reaction Database (ORD), a public repository of structured organic reaction records. The task is: describe an organic reaction: reactants, conditions, products, and yield Starting materials: FC=1C=CC(=C(C1)C1=CCN(CC1)C(=O)OC(C)(C)C)C(F)(F)F (tert-butyl 4-(5-fluoro-2-(trifluoromethyl)phenyl)-5,6-dihydropyridine-1(2H)-carboxylate), Cl (HCl). The solvent is C(Cl)Cl (CH2Cl2), CCOCC (Et2O). Reaction conditions: time 18 hour. Yields the product Cl.FC=1C=CC(=C(C1)C=1CCNCC1)C(F)(F)F (4-(5-fluoro-2-(trifluoromethyl)phenyl)-1,2,3,6-tetrahydropyridine hydrochloride). Yield: 88.0%. RXN SMILES: [F:1][C:2]1[CH:3]=[CH:4][C:5]([C:21]([F:24])([F:23])[F:22])=[C:6]([C:8]2[CH2:13][CH2:12][N:11](C(OC(C)(C)C)=O)[CH2:10][CH:9]=2)[CH:7]=1.[ClH:25]>C(Cl)Cl.CCOCC>[ClH:25].[F:1][C:2]1[CH:3]=[CH:4][C:5]([C:21]([F:24])([F:22])[F:23])=[C:6]([C:8]2[CH2:13][CH2:12][NH:11][CH2:10][CH:9]=2)[CH:7]=1 |f:4.5|. Procedure details: A mixture of tert-butyl 4-(5-fluoro-2-(trifluoromethyl)phenyl)-5,6-dihydropyridine-1(2H)-carboxylate (9, 0.542 g, 1.58 mmol) and HCl (2 N solution in Et2O, 10 mL) in CH2Cl2 (20 mL) stirred at ambient temperature for 18 h. The reaction mixture was diluted with Et2O (30 mL), and the resulting precipitate was collected by filtration to provide 4-(5-fluoro-2-(trifluoromethyl)phenyl)-1,2,3,6-tetrahydropyridine hydrochloride (10) as a white solid (0.393 g, 88%): 1H NMR (300 MHz, DMSO-d6) δ 9.26-9.00 (... Starting materials: C[Mg+], O=Cc1ncn2c1CN=C(c1ccccc1Cl)c1cc(Cl)ccc1-2, [I-], C1CCOC1, O. Product: CC(=O)c1ncn2c1CN=C(c1ccccc1Cl)c1cc(Cl)ccc1-2. Reaction SMILES: [CH3:26][Mg+:27].[Cl:1][c:2]1[cH:3][cH:4][c:5]2[c:6]([cH:24]1)[C:7]([c:17]1[c:18]([Cl:23])[cH:19][cH:20][cH:21][cH:22]1)=[N:8][CH2:9][c:10]1[n:11]-2[cH:12][n:13][c:14]1[CH:15]=[O:16].[I-:25].[O:29]1[CH2:30][CH2:31][CH2:32][CH2:33]1.[OH2:28]>>[Cl:1][c:2]1[cH:3][cH:4][c:5]2[c:6]([cH:24]1)[C:7]([c:17]1[c:18]([Cl:23])[cH:19][cH:20][cH:21][cH:22]1)=[N:8][CH2:9][c:10]1[n:11]-2[cH:12][n:13][c:14]1[C:15](=[O:16])[CH3:26]. Reactants: ClC=1C=C2C(CCOC2=CC1OC1=CC=C(C=C1)C(NC1=NC(=CC=C1)C1=CC(=C(C=C1)Cl)Cl)=O)C(=O)OCC (ethyl 6-chloro-7-(4-(6-(3,4-dichlorophenyl)pyridin-2-ylcarbamoyl)phenoxy)chroman-4-carboxylate), [OH-].[Na+] (sodium hydroxide). Solvent: C1CCOC1.C(C)O (THF ethanol). Conditions: time 16 hour. Product: ClC=1C=C2C(CCOC2=CC1OC1=CC=C(C=C1)C(NC1=NC(=CC=C1)C1=CC(=C(C=C1)Cl)Cl)=O)C(=O)O (6-chloro-7-(4-(6-(3,4-dichlorophenyl)pyridin-2-ylcarbamoyl)phenoxy)chroman-4-carboxylic acid). The yield is 65.9%. As a reaction SMILES: [Cl:1][C:2]1[CH:3]=[C:4]2[C:9](=[CH:10][C:11]=1[O:12][C:13]1[CH:18]=[CH:17][C:16]([C:19](=[O:35])[NH:20][C:21]3[CH:26]=[CH:25][CH:24]=[C:23]([C:27]4[CH:32]=[CH:31][C:30]([Cl:33])=[C:29]([Cl:34])[CH:28]=4)[N:22]=3)=[CH:15][CH:14]=1)[O:8][CH2:7][CH2:6][CH:5]2[C:36]([O:38]CC)=[O:37].[OH-].[Na+]>C1COCC1.C(O)C>[Cl:1][C:2]1[CH:3]=[C:4]2[C:9](=[CH:10][C:11]=1[O:12][C:13]1[CH:14]=[CH:15][C:16]([C:19](=[O:35])[NH:20][C:21]3[CH:26]=[CH:25][CH:24]=[C:23]([C:27]4[CH:32]=[CH:31][C:30]([Cl:33])=[C:29]([Cl:34])[CH:28]=4)[N:22]=3)=[CH:17][CH:18]=1)[O:8][CH2:7][CH2:6][CH:5]2[C:36]([OH:38])=[O:37] |f:1.2,3.4|. Reported procedure: To a solution of ethyl 6-chloro-7-(4-(6-(3,4-dichlorophenyl)pyridin-2-ylcarbamoyl)phenoxy)chroman-4-carboxylate (0.051 g, 0.085 mmol) in 3:1 v/v THF/ethanol (1 ml) was added 1M sodium hydroxide (0.20 ml, 0.20 mmol), and the reaction was stirred for 16 hours. The reaction was concentrated, taken up in water, and acidified with 1M hydrochloric acid. The reaction was extracted twice with EtOAc, and the combined organic layers were dried over anhydrous sodium sulfate, filtered, and concentrated. The... The reactants are NC1=C2NC(NC2=NC(=N1)C1=NN(C2=NC=CC=C21)CC2=C(C=CC=C2)F)=O (6-Amino-2-[1-(2-fluorobenzyl)-1H-pyrazolo[3,4-b]pyridin-3-yl]-7,9-dihydro-8H-purin-8-one), CCN(CC)P1(=NC(C)(C)C)N(CCCN1C)C (BEMP), ClC(S(=O)(=O)OCC(F)(F)F)(Cl)Cl (2,2,2-trifluoroethyl trichloromethanesulfonate). The solvent is CN(C=O)C (dimethylformamide), CN(C=O)C (dimethylformamide). Run at temperature 0 celsius, time 20 minute. Yields the product NC1=C2NC(N(C2=NC(=N1)C1=NN(C2=NC=CC=C21)CC2=C(C=CC=C2)F)CC(F)(F)F)=O (6-Amino-2-[1-(2-fluorobenzyl)-1H-pyrazolo[3,4-b]pyridin-3-yl]-9-(2,2,2-trifluoroethyl)-7,9-dihydro-8H-purin-8-one). Yield: 49.2%. RXN SMILES: [NH2:1][C:2]1[N:10]=[C:9]([C:11]2[C:19]3[C:14](=[N:15][CH:16]=[CH:17][CH:18]=3)[N:13]([CH2:20][C:21]3[CH:26]=[CH:25][CH:24]=[CH:23][C:22]=3[F:27])[N:12]=2)[N:8]=[C:7]2[C:3]=1[NH:4][C:5](=[O:28])[NH:6]2.CCN(P1(N(C)CCCN1C)=NC(C)(C)C)CC.ClC(Cl)(Cl)S(O[CH2:53][C:54]([F:57])([F:56])[F:55])(=O)=O>CN(C)C=O>[NH2:1][C:2]1[N:10]=[C:9]([C:11]2[C:19]3[C:14](=[N:15][CH:16]=[CH:17][CH:18]=3)[N:13]([CH2:20][C:21]3[CH:26]=[CH:25][CH:24]=[CH:23][C:22]=3[F:27])[N:12]=2)[N:8]=[C:7]2[C:3]=1[NH:4][C:5](=[O:28])[N:6]2[CH2:53][C:54]([F:57])([F:56])[F:55]. Procedure details: 100 mg (0.266 mmol) of the compound from example 33 and 73 mg (0.266 mmol) of BEMP were initially charged in 9 ml of dimethylformamide, and a solution of 75 mg (0.266 mmol) of 2,2,2-trifluoroethyl trichloromethanesulfonate in 1 ml of dimethylformamide was added dropwise at 0° C. within 10 min. The mixture was stirred at 0° C. for 20 min. Subsequently, the reaction solution was concentrated under reduced pressure and the residue was purified by means of preparative HPLC (eluent: methanol/water, g... Yields the product FC1=CC2=C(C(=NO2)C2=CC=C(OC[C@@H](CNCC=3SC=CC3)O)C=C2)C=C1 ((R)-1-[4-(6-fluoro-benzo[d]isoxazol-3-yl)-phenoxy]-3-[(thiophen-2-ylmethyl)-amino]-propan-2-ol). As a reaction SMILES: [F:1][C:2]1[CH:21]=[CH:20][C:5]2[C:6]([C:9]3[CH:14]=[CH:13][C:12]([O:15][CH2:16][C@H:17]4[CH2:19][O:18]4)=[CH:11][CH:10]=3)=[N:7][O:8][C:4]=2[CH:3]=1.[S:22]1[CH:26]=[CH:25][CH:24]=[C:23]1[CH2:27][NH2:28]>CN(C)C=O.C(O)C>[F:1][C:2]1[CH:21]=[CH:20][C:5]2[C:6]([C:9]3[CH:14]=[CH:13][C:12]([O:15][CH2:16][C@H:17]([OH:18])[CH2:19][NH:28][CH2:27][C:23]4[S:22][CH:26]=[CH:25][CH:24]=4)=[CH:11][CH:10]=3)=[N:7][O:8][C:4]=2[CH:3]=1. Starting materials: FC1=CC2=C(C(=NO2)C2=CC=C(C=C2)OC[C@@H]2OC2)C=C1 ((R)-6-fluoro-3-(4-oxiranylmethoxy-phenyl)-benzo[d]isoxazole), S1C(=CC=C1)CN (2-thiophenemethylamine). The solvent is CN(C=O)C (dimethylformamide), C(C)O (ethanol). Procedure details: The title compound is prepared from a mixture of (R)-6-fluoro-3-(4-oxiranylmethoxy-phenyl)-benzo[d]isoxazole in dimethylformamide and 2-thiophenemethylamine in ethanol, essentially as described above in Example 70. Purity by LC/MS=100%, [M+H]+=399. Starting materials: ClC=1C(=NC=NC1Cl)N (5,6-dichloropyrimidin-4-amine), NC1CCN(C2(CCC2)C1)C(=O)OC(C)(C)C (tert-butyl 8-amino-5-azaspiro[3.5]nonane-5-carboxylate), O(C1=CC=CC=C1)C1=CC=C(C=C1)B(O)O ((4-phenoxyphenyl)boronic acid), C(C=C)(=O)Cl (acryloyl chloride). Yields the product NC1=C(C(=NC=N1)NC1CCN(C2(CCC2)C1)C(C=C)=O)C1=CC=C(C=C1)OC1=CC=CC=C1 (1-(8-((6-amino-5-(4-phenoxyphenyl)pyrimidin-4-yl)amino)-5-azaspiro[3.5]nonan-5-yl)prop-2-en-1-one). RXN SMILES: Cl[C:2]1[C:3]([NH2:9])=[N:4][CH:5]=[N:6][C:7]=1Cl.[NH2:10][CH:11]1[CH2:19][C:15]2([CH2:18][CH2:17][CH2:16]2)[N:14]([C:20]([O:22]C(C)(C)C)=O)[CH2:13][CH2:12]1.[O:27]([C:34]1[CH:39]=[CH:38][C:37](B(O)O)=[CH:36][CH:35]=1)[C:28]1[CH:33]=[CH:32][CH:31]=[CH:30][CH:29]=1.[C:43](Cl)(=O)[CH:44]=C>>[NH2:9][C:3]1[N:4]=[CH:5][N:6]=[C:7]([NH:10][CH:11]2[CH2:19][C:15]3([CH2:16][CH2:17][CH2:18]3)[N:14]([C:20](=[O:22])[CH:43]=[CH2:44])[CH2:13][CH2:12]2)[C:2]=1[C:31]1[CH:32]=[CH:33][C:28]([O:27][C:34]2[CH:39]=[CH:38][CH:37]=[CH:36][CH:35]=2)=[CH:29][CH:30]=1. Reported procedure: 1-(8-((6-amino-5-(4-phenoxyphenyl)pyrimidin-4-yl)amino)-5-azaspiro[3.5]nonan-5-yl)prop-2-en-1-one was prepared from 5,6-dichloropyrimidin-4-amine, tert-butyl 8-amino-5-azaspiro[3.5]nonane-5-carboxylate, (4-phenoxyphenyl)boronic acid and acryloyl chloride according to general scheme 3 using methods S1, S2, S3, and S4C. HPLC purity: 95%. MS: m/z=456 [M+H]+. 1H NMR (CD3OD) δ 8.28 (s, 1H), 7.15-7.43 (m, 9H), 6.61 (m, 1H), 6.13 (d, 1H), 5.67 (d, 1H), 4.64 (m, 1H), 3.95 (m, 1H), 3.03 (m, 1H), 2.66 (m,...